From a dataset of the Open Reaction Database (ORD), a public repository of structured organic reaction records. describe an organic reaction: reactants, conditions, products, and yield Reactants: Cl.COC(=O)CC1=CC=C(C(=O)NCC2=CC=C(O2)C(=O)OC2=CC3=CC=C(C=C3C=C2)C(N)=N)C=C1 (6-amidino-2-naphthyl 5-(4-methoxycarbonylmethylbenzoylaminomethyl)furan-2-carboxylate hydrochloride), Cl (hydrogen chloride). The solvent is C(C)(=O)O (acetic acid). Yields the product Cl.C(=O)(O)CC1=CC=C(C(=O)NCC2=CC=C(O2)C(=O)OC2=CC3=CC=C(C=C3C=C2)C(N)=N)C=C1 (6-Amidino-2-naphthyl 5-(4-carboxymethylbenzoylaminomethyl)furan-2-carboxylate hydrochloride). Isolated yield 44.5%. RXN SMILES: [ClH:1].C[O:3][C:4]([CH2:6][C:7]1[CH:37]=[CH:36][C:10]([C:11]([NH:13][CH2:14][C:15]2[O:19][C:18]([C:20]([O:22][C:23]3[CH:32]=[CH:31][C:30]4[C:25](=[CH:26][CH:27]=[C:28]([C:33](=[NH:35])[NH2:34])[CH:29]=4)[CH:24]=3)=[O:21])=[CH:17][CH:16]=2)=[O:12])=[CH:9][CH:8]=1)=[O:5].Cl>C(O)(=O)C>[ClH:1].[C:4]([CH2:6][C:7]1[CH:37]=[CH:36][C:10]([C:11]([NH:13][CH2:14][C:15]2[O:19][C:18]([C:20]([O:22][C:23]3[CH:32]=[CH:31][C:30]4[C:25](=[CH:26][CH:27]=[C:28]([C:33](=[NH:34])[NH2:35])[CH:29]=4)[CH:24]=3)=[O:21])=[CH:17][CH:16]=2)=[O:12])=[CH:9][CH:8]=1)([OH:5])=[O:3] |f:0.1,4.5|. Procedure details: To 3 g of 6-amidino-2-naphthyl 5-(4-methoxycarbonylmethylbenzoylaminomethyl)furan-2-carboxylate hydrochloride was added 60 ml of acetic acid, and hydrogen chloride gas was passed into the mixture until saturation while cooling with ice and stirring. Thereafter the mixture was stirred for 48 hours at 50° C. and then cooled with ice. The precipitate was collected by filtration and washed with 100 ml of acetone. The crystals were dissolved in 40 ml of DMF, then 1 g of active carbon was added to the...